This data is from the Open Reaction Database (ORD), a public repository of structured organic reaction records. The task is: describe an organic reaction: reactants, conditions, products, and yield RXN SMILES: [CH3:1][O:2][C:3]([C:4]([c:5]1[s:6][cH:7][cH:8][cH:9]1)([c:10]1[s:11][cH:12][cH:13][cH:14]1)[OH:15])=[O:16].[s:17]1[c:18]([CH2:22][CH2:23][CH2:24][N:25]2[CH2:26][CH:27]([OH:30])[CH2:28][CH2:29]2)[cH:19][cH:20][cH:21]1>>[CH:1]1([O:2][C:3]([C:4]([c:5]2[s:6][cH:7][cH:8][cH:9]2)([c:10]2[s:11][cH:12][cH:13][cH:14]2)[OH:15])=[O:16])[CH2:27][CH2:26][N:25]([CH2:24][CH2:23][CH2:22][c:18]2[s:17][cH:21][cH:20][cH:19]2)[CH2:29]1. Starting materials: COC(=O)C(O)(c1cccs1)c1cccs1, OC1CCN(CCCc2cccs2)C1. The product is O=C(OC1CCN(CCCc2cccs2)C1)C(O)(c1cccs1)c1cccs1. Starting materials: COC(C(CC1=CC=CC=C1)NC(=O)OC(C)(C)C)=O (alpha-[[(1,1-dimethylethoxy)carbonyl]amino]benzenepropanoic acid methyl ester), C1(=CC=CC=C1)C (toluene). Solvent: C(C)(C)(C)OC(N(C)C)OC(C)(C)C (dimethylformamide di-t-butyl acetal), CCOCC (ether). Yields the product COC([C@H](CC1=CC=C(C=C1)CC(=O)OC(C)(C)C)NC(=O)OC(C)(C)C)=O ((S)-alpha-[[(1,1-dimethylethoxy)carbonyl]amino)-4-[2-(1,1-dimethylethoxy)2-oxoethyl]benzenepropanoic acid methyl ester). As a reaction SMILES: [CH3:1][O:2][C:3](=[O:20])[CH:4]([NH:12][C:13]([O:15][C:16]([CH3:19])([CH3:18])[CH3:17])=[O:14])[CH2:5][C:6]1[CH:11]=[CH:10][CH:9]=[CH:8][CH:7]=1.[C:21]1([CH3:27])[CH:26]=CC=C[CH:22]=1>C(OC(OC(C)(C)C)N(C)C)(C)(C)C.CCOCC>[CH3:1][O:2][C:3](=[O:20])[C@@H:4]([NH:12][C:13]([O:15][C:16]([CH3:17])([CH3:19])[CH3:18])=[O:14])[CH2:5][C:6]1[CH:11]=[CH:10][C:9]([CH2:4][C:3]([O:20][C:21]([CH3:22])([CH3:26])[CH3:27])=[O:2])=[CH:8][CH:7]=1. Procedure: A solution of 3.50 g of (S)-4-carboxymethyl)-alpha-[[(1,1-dimethylethoxy)carbonyl]amino]benzenepropanoic acid methyl ester in 40 mL of dry toluene and 10 mL of dimethylformamide di-t-butyl acetal was heated to a bath temperature of 80° C. for 4 hours. After cooling, the is mixture was diluted with 100 mL of ether and was washed with water and saturated sodium chloride solution and was dried over magnesium sulfate. The residue obtained after filtration and evaporation was chromatographed over 150... Starting materials: CS(C)=O, [Cl-], CCOC(=O)C(C(=O)OCC)c1nnc(Cl)cc1C, [Na+], O. The product is CCOC(=O)Cc1nnc(Cl)cc1C. As a reaction SMILES: [CH3:20][S:21](=[O:22])[CH3:23].[Cl-:25].[Cl:1][c:2]1[cH:3][c:4]([CH3:19])[c:5]([CH:8]([C:9](=[O:10])[O:11][CH2:12][CH3:13])[C:14]([O:15][CH2:16][CH3:17])=[O:18])[n:6][n:7]1.[Na+:24].[OH2:26]>>[Cl:1][c:2]1[cH:3][c:4]([CH3:19])[c:5]([CH2:8][C:9](=[O:10])[O:11][CH2:12][CH3:13])[n:6][n:7]1. Reactants: ClC=1OC(=C(N1)C1=CC=C(C=C1)Cl)CCC(=O)OC (methyl 3-[2-chloro-4-(4-chlorophenyl)-5-oxazolyl]propionate), N1C=NC=C1 (imidazole), CN(C=O)C (N,N-dimethylformamide), [H-].[Na+] (sodium hydride). Solvent: O (water). Run at time 1 hour. Yields the product ClC1=CC=C(C=C1)C=1N=C(OC1CCC(=O)OC)N1C=NC=C1 (methyl 3-[4-(4-chlorophenyl)-2-(1H-imidazol-1-yl)-5-oxazolyl]propionate). Isolated yield 48.3%. RXN SMILES: Cl[C:2]1[O:3][C:4]([CH2:14][CH2:15][C:16]([O:18][CH3:19])=[O:17])=[C:5]([C:7]2[CH:12]=[CH:11][C:10]([Cl:13])=[CH:9][CH:8]=2)[N:6]=1.[NH:20]1[CH:24]=[CH:23][N:22]=[CH:21]1.CN(C)C=O.[H-].[Na+]>O>[Cl:13][C:10]1[CH:11]=[CH:12][C:7]([C:5]2[N:6]=[C:2]([N:20]3[CH:24]=[CH:23][N:22]=[CH:21]3)[O:3][C:4]=2[CH2:14][CH2:15][C:16]([O:18][CH3:19])=[O:17])=[CH:8][CH:9]=1 |f:3.4|. Reported procedure: To a mixed solution of methyl 3-[2-chloro-4-(4-chlorophenyl)-5-oxazolyl]propionate (3.0 g), imidazole (0.82 g) and N,N-dimethylformamide (20 mL) was added sodium hydride (60% in oil, 0.5 g), and the mixture was stirred at room temperature for 1 hr. The reaction mixture was poured into iced water, and the precipitated crystals were collected by filtration to give methyl 3-[4-(4-chlorophenyl)-2-(1H-imidazol-1-yl)-5-oxazolyl]propionate (1.6 g, yield 80%) as crystals. Recrystallization from methanol... Reactants: O=C([O-])O, CI, CCOC(C)=O, COc1cc(C=Cc2nc(-c3ccc(F)cc3)c3n2CCNC3=O)ccc1-n1cnc(C)c1, [H-], [Na+], [Na+], O. The product is COc1cc(C=Cc2nc(-c3ccc(F)cc3)c3n2CCN(C)C3=O)ccc1-n1cnc(C)c1. As a reaction SMILES: [C:39](=[O:40])([OH:41])[O-:42].[CH3:36][I:37].[CH3:44][CH2:45][O:46][C:47](=[O:48])[CH3:49].[F:3][c:4]1[cH:5][cH:6][c:7](-[c:10]2[n:11][c:12]([CH:20]=[CH:21][c:22]3[cH:23][c:24]([O:34][CH3:35])[c:25](-[n:28]4[cH:29][n:30][c:31]([CH3:33])[cH:32]4)[cH:26][cH:27]3)[n:13]3[c:14]2[C:15](=[O:19])[NH:16][CH2:17][CH2:18]3)[cH:8][cH:9]1.[H-:1].[Na+:2].[Na+:43].[OH2:38]>>[F:3][c:4]1[cH:5][cH:6][c:7](-[c:10]2[n:11][c:12]([CH:20]=[CH:21][c:22]3[cH:23][c:24]([O:34][CH3:35])[c:25](-[n:28]4[cH:29][n:30][c:31]([CH3:33])[cH:32]4)[cH:26][cH:27]3)[n:13]3[c:14]2[C:15](=[O:19])[N:16]([CH3:39])[CH2:17][CH2:18]3)[cH:8][cH:9]1.